describe an organic reaction: reactants, conditions, products, and yield From a dataset of the Open Reaction Database (ORD), a public repository of structured organic reaction records. Starting materials: COC(=O)C(C)(C)CO, CC(C)OC(=O)N=NC(=O)OC(C)C, C1COCCO1, O=[N+]([O-])c1ncccc1O. Yields the product COC(=O)C(C)(C)COc1cccnc1[N+](=O)[O-]. RXN SMILES: [CH3:11][C:12]([C:13](=[O:14])[O:15][CH3:16])([CH2:17][OH:18])[CH3:19].[O:20]=[C:21]([O:22][CH:23]([CH3:24])[CH3:25])[N:26]=[N:27][C:28]([O:29][CH:30]([CH3:31])[CH3:32])=[O:33].[O:34]1[CH2:35][CH2:36][O:37][CH2:38][CH2:39]1.[OH:1][c:2]1[c:3]([N+:8](=[O:9])[O-:10])[n:4][cH:5][cH:6][cH:7]1>>[O:1]([c:2]1[c:3]([N+:8](=[O:9])[O-:10])[n:4][cH:5][cH:6][cH:7]1)[CH2:17][C:12]([CH3:11])([C:13](=[O:14])[O:15][CH3:16])[CH3:19]. Starting materials: NC(CCCCC(=O)OC)C1=C(C=CC=C1OC)OC (methyl 6-amino-6-(2,6-dimethoxyphenyl)hexanoate), S1C(=NC=C1)C=1C=C(C=O)C=CC1 (3-(thiazol-2-yl)benzaldehyde). Product: COC1=C(C(=CC=C1)OC)C1CCCCC(N1CC1=CC(=CC=C1)C=1SC=CN1)=O (7-(2,6-dimethoxyphenyl)-1-(3-(thiazol-2-yl)benzyl)azepan-2-one). Reaction SMILES: [NH2:1][CH:2]([C:11]1[C:16]([O:17][CH3:18])=[CH:15][CH:14]=[CH:13][C:12]=1[O:19][CH3:20])[CH2:3][CH2:4][CH2:5][CH2:6][C:7]([O:9]C)=O.[S:21]1[CH:25]=[CH:24][N:23]=[C:22]1[C:26]1[CH:27]=[C:28]([CH:31]=[CH:32][CH:33]=1)[CH:29]=O>>[CH3:20][O:19][C:12]1[CH:13]=[CH:14][CH:15]=[C:16]([O:17][CH3:18])[C:11]=1[CH:2]1[N:1]([CH2:29][C:28]2[CH:31]=[CH:32][CH:33]=[C:26]([C:22]3[S:21][CH:25]=[CH:24][N:23]=3)[CH:27]=2)[C:7](=[O:9])[CH2:6][CH2:5][CH2:4][CH2:3]1. Procedure: Prepared according to the described general procedure 1 (GP1) by reaction of methyl 6-amino-6-(2,6-dimethoxyphenyl)hexanoate with commercially available 3-(thiazol-2-yl)benzaldehyde. Subsequent purification by preparative HPLC afforded the target compound. LC-MS (conditions I): tR=1.29 min.; [M+H]+: 423.10 g/mol. Starting materials: C(C)S (ethanethiol), [Al+3].[Cl-].[Cl-].[Cl-] (AlCl3), N1(CCOCC1)CCOC1=CC=C(C=C1)C1=NC(=CC=C1C1=CC=C(C=C1)OC)C (2-[4-[2-(4-morpholinyl)ethoxy]phenyl]-3-(4-methoxyphenyl)-6-methylpyridine). Run in ClCCCl (DCE), ClCCCl (DCE). Run at time 15 minute. Product: N1(CCOCC1)CCOC1=CC=C(C=C1)C1=NC(=CC=C1C1=CC=C(C=C1)O)C (2-[4-[2-(4-Morpholinyl)ethoxy]phenyl]-3-(4-hydroxyphenyl)-6-methylpyridine). Yield: 90.1%. RXN SMILES: [Al+3].[Cl-].[Cl-].[Cl-].C(S)C.[N:8]1([CH2:14][CH2:15][O:16][C:17]2[CH:22]=[CH:21][C:20]([C:23]3[C:28]([C:29]4[CH:34]=[CH:33][C:32]([O:35]C)=[CH:31][CH:30]=4)=[CH:27][CH:26]=[C:25]([CH3:37])[N:24]=3)=[CH:19][CH:18]=2)[CH2:13][CH2:12][O:11][CH2:10][CH2:9]1>ClCCCl>[N:8]1([CH2:14][CH2:15][O:16][C:17]2[CH:18]=[CH:19][C:20]([C:23]3[C:28]([C:29]4[CH:30]=[CH:31][C:32]([OH:35])=[CH:33][CH:34]=4)=[CH:27][CH:26]=[C:25]([CH3:37])[N:24]=3)=[CH:21][CH:22]=2)[CH2:13][CH2:12][O:11][CH2:10][CH2:9]1 |f:0.1.2.3|. Reported procedure: The AlCl3 (5 g, 38 mmol) was stirred in 100 mL of DCE at 0° C., ethanethiol (4 mL, 54 mmol) was added, and the mixture stirred for 15 min. The 2-[4-[2-(4-morpholinyl)ethoxy]phenyl]-3-(4-methoxyphenyl)-6-methylpyridine (2.2 g, 5.4 mmol) in 50 mL DCE was added dropwise to the reaction mixture and stirred for 2 h as it was allowed to come to rt, then quenched with 50 mL THF at 0° C., followed by 50 mL 1N HCl and worked up. The crude product was triturated with Et2O/ pet. ether, filtered, and dried ... Reactants: FC1=C(C=C(C(=C1)C1=CC=C2C(=NNC2=C1)C=1NC2=C(CNCC2)N1)CC(F)(F)F)O (2-fluoro-4-[3-(4,5,6,7-tetrahydro-1H-imidazo[4,5-c]pyridin-2-yl)-1H-indazol-6-yl]-5-(2,2,2-trifluoro-ethyl)-phenol), N1(CCCCC1)C1=NC=C(C=C1)C=O (3,4,5,6-tetrahydro-2H-[1,2′]bipyridinyl-5′-carbaldehyde). Yields the product FC1=C(C=C(C(=C1)C1=CC=C2C(=NNC2=C1)C=1NC2=C(CN(CC2)CC=2C=CC(=NC2)N2CCCCC2)N1)CC(F)(F)F)O (2-Fluoro-4-{3-[5-(3,4,5,6-tetrahydro-2H-[1,2′]bipyridinyl-5′-ylmethyl)-4,5,6,7-tetrahydro-1H-imidazo[4,5-c]pyridin-2-yl]-1H-indazol-6-yl}-5-(2,2,2-trifluoro-ethyl)-phenol). As a reaction SMILES: [F:1][C:2]1[CH:7]=[C:6]([C:8]2[CH:16]=[C:15]3[C:11]([C:12]([C:17]4[NH:18][C:19]5[CH2:24][CH2:23][NH:22][CH2:21][C:20]=5[N:25]=4)=[N:13][NH:14]3)=[CH:10][CH:9]=2)[C:5]([CH2:26][C:27]([F:30])([F:29])[F:28])=[CH:4][C:3]=1[OH:31].[N:32]1([C:38]2[CH:43]=[CH:42][C:41]([CH:44]=O)=[CH:40][N:39]=2)[CH2:37][CH2:36][CH2:35][CH2:34][CH2:33]1>>[F:1][C:2]1[CH:7]=[C:6]([C:8]2[CH:16]=[C:15]3[C:11]([C:12]([C:17]4[NH:18][C:19]5[CH2:24][CH2:23][N:22]([CH2:44][C:41]6[CH:42]=[CH:43][C:38]([N:32]7[CH2:37][CH2:36][CH2:35][CH2:34][CH2:33]7)=[N:39][CH:40]=6)[CH2:21][C:20]=5[N:25]=4)=[N:13][NH:14]3)=[CH:10][CH:9]=2)[C:5]([CH2:26][C:27]([F:28])([F:29])[F:30])=[CH:4][C:3]=1[OH:31]. Procedure: The title compound was prepared from 2-fluoro-4-[3-(4,5,6,7-tetrahydro-1H-imidazo[4,5-c]pyridin-2-yl)-1H-indazol-6-yl]-5-(2,2,2-trifluoro-ethyl)-phenol (100 mg, 0.21 mmol) and 3,4,5,6-tetrahydro-2H-[1,2′]bipyridinyl-5′-carbaldehyde (88.2 mg, 0.46 mmol) using the method of Example 51. The crude material was purified initially over silica and finally by Prep TLC (Mobile Phase: 10% MeOH-DCM) to afford the title compound as an off white solid in 16.99% yield, 22 mg. The reactants are Pd(dppf)Cl2CH2Cl2, COC(N[C@@H](C(C)C)C(=O)N1[C@@H](C[C@@H](C1)OC)C=1NC=C(N1)C1=CC=C(C=C1)B1OC(C(O1)(C)C)(C)C)=O ([(S)-1-((2S,4S)-4-methoxy-2-{4-[4-(4,4,5,5-tetramethyl-1,3,2-dioxaborolan-2-yl)-phenyl]-1H-imidazol-2-yl}-pyrrolidine-1-carbonyl)-2-methyl-propyl]-carbamic acid methyl ester), C(C)(C)(C)OC(=O)N1C[C@H](N(CC1)C1=NC=C(C=C1)C(NC1=C(C=C(C(=C1)OC(F)(F)F)Br)Cl)=O)C ((R)-4-[5-(4-bromo-2-chloro-5-trifluoromethoxy-phenylcarbamoyl)-pyridin-2-yl]-3-methyl-piperazine-1-carboxylic acid tert-butyl ester), O (water), C([O-])([O-])=O.[K+].[K+] (potassium carbonate). Run in C1(=CC=CC=C1)C (toluene). Reaction conditions: temperature 90 celsius. Yields the product C(C)(C)(C)OC(=O)N1C[C@H](N(CC1)C1=NC=C(C=C1)C(NC1=CC(=C(C=C1Cl)C1=CC=C(C=C1)C=1N=C(NC1)[C@H]1N(C[C@H](C1)OC)C([C@H](C(C)C)NC(=O)OC)=O)OC(F)(F)F)=O)C ((R)-4-[5-(5-Chloro-4′-{2-[(2S,4S)-4-methoxy-1-((S)-2-methoxycarbonylamino-3-methyl-butyryl)-pyrrolidin-2-yl]-1H-imidazol-4-yl}-2-trifluoromethoxy-biphenyl-4-ylcarbamoyl)-pyridin-2-yl]-3-methyl-piperazine-1-carboxylic acid tert-butyl ester). The yield is 20.3%. RXN SMILES: [CH3:1][O:2][C:3](=[O:38])[NH:4][C@H:5]([C:9]([N:11]1[CH2:15][C@@H:14]([O:16][CH3:17])[CH2:13][C@H:12]1[C:18]1[NH:19][CH:20]=[C:21]([C:23]2[CH:28]=[CH:27][C:26](B3OC(C)(C)C(C)(C)O3)=[CH:25][CH:24]=2)[N:22]=1)=[O:10])[CH:6]([CH3:8])[CH3:7].[C:39]([O:43][C:44]([N:46]1[CH2:51][CH2:50][N:49]([C:52]2[CH:57]=[CH:56][C:55]([C:58](=[O:73])[NH:59][C:60]3[CH:65]=[C:64]([O:66][C:67]([F:70])([F:69])[F:68])[C:63](Br)=[CH:62][C:61]=3[Cl:72])=[CH:54][N:53]=2)[C@H:48]([CH3:74])[CH2:47]1)=[O:45])([CH3:42])([CH3:41])[CH3:40].O.C(=O)([O-])[O-].[K+].[K+]>C1(C)C=CC=CC=1>[C:39]([O:43][C:44]([N:46]1[CH2:51][CH2:50][N:49]([C:52]2[CH:57]=[CH:56][C:55]([C:58](=[O:73])[NH:59][C:60]3[C:61]([Cl:72])=[CH:62][C:63]([C:26]4[CH:27]=[CH:28][C:23]([C:21]5[N:22]=[C:18]([C@@H:12]6[CH2:13][C@H:14]([O:16][CH3:17])[CH2:15][N:11]6[C:9](=[O:10])[C@@H:5]([NH:4][C:3]([O:2][CH3:1])=[O:38])[CH:6]([CH3:7])[CH3:8])[NH:19][CH:20]=5)=[CH:24][CH:25]=4)=[C:64]([O:66][C:67]([F:70])([F:69])[F:68])[CH:65]=3)=[CH:54][N:53]=2)[C@H:48]([CH3:74])[CH2:47]1)=[O:45])([CH3:42])([CH3:40])[CH3:41] |f:3.4.5|. Reported procedure: To a solution of [(S)-1-((2S,4S)-4-methoxy-2-{4-[4-(4,4,5,5-tetramethyl-1,3,2-dioxaborolan-2-yl)-phenyl]-1H-imidazol-2-yl}-pyrrolidine-1-carbonyl)-2-methyl-propyl]-carbamic acid methyl ester (100 mg, 0.19 mmol, Preparation 27) and (R)-4-[5-(4-bromo-2-chloro-5-trifluoromethoxy-phenylcarbamoyl)-pyridin-2-yl]-3-methyl-piperazine-1-carboxylic acid tert-butyl ester (110 mg, 0.19 mmol) dissolved in toluene (1.18 mL) and water (0.43 mL) was added potassium carbonate (127 mg, 0.92 mmol). The reaction mi... Starting materials: CC(C)(C)OC(=O)NC(C(=O)N1CCC2C1C(c1c[nH]c3cc(F)ccc13)CN2C(=O)OCc1ccccc1)C1CCCCC1, CO. Product: CC(C)(C)OC(=O)NC(C(=O)N1CCC2NCC(c3c[nH]c4cc(F)ccc34)C21)C1CCCCC1. Reaction SMILES: [CH2:1]([O:2][C:3](=[O:4])[N:11]1[CH:12]2[CH:13]([CH:14]([c:16]3[cH:17][nH:18][c:19]4[cH:20][c:21]([F:25])[cH:22][cH:23][c:24]34)[CH2:15]1)[N:26]([C:29]([CH:30]([CH:31]1[CH2:32][CH2:33][CH2:34][CH2:35][CH2:36]1)[NH:37][C:38](=[O:39])[O:40][C:41]([CH3:42])([CH3:43])[CH3:44])=[O:45])[CH2:27][CH2:28]2)[c:5]1[cH:6][cH:7][cH:8][cH:9][cH:10]1.[CH3:46][OH:47]>>[NH:11]1[CH:12]2[CH:13]([CH:14]([c:16]3[cH:17][nH:18][c:19]4[cH:20][c:21]([F:25])[cH:22][cH:23][c:24]34)[CH2:15]1)[N:26]([C:29]([CH:30]([CH:31]1[CH2:32][CH2:33][CH2:34][CH2:35][CH2:36]1)[NH:37][C:38](=[O:39])[O:40][C:41]([CH3:42])([CH3:43])[CH3:44])=[O:45])[CH2:27][CH2:28]2. Starting materials: C(C(=O)Cl)(=O)Cl (oxalyl chloride), ClC=1C=C(CN2C(C3=C(C(N(C(=C3CC2)C(=O)O)C)=O)OC)=O)C=CC1F (6-(3-chloro-4-fluorobenzyl)-4-methoxy-2-methyl-3,5-dioxo-2,3,5,6,7,8-hexahydro-2,6-naphthyridine-1-carboxylic acid), acid chloride, CNC (dimethylamine), C1CCOC1 (THF). Reagents/catalysts: CN(C)C=O (DMF). The solvent is C(Cl)Cl (methylene chloride). Run at temperature 0 celsius, time 15 minute. Product: ClC=1C=C(CN2C(C3=C(C(N(C(=C3CC2)C(=O)N(C)C)C)=O)OC)=O)C=CC1F (6-(3-Chloro-4-fluorobenzyl)-4-methoxy-N,N,2-trimethyl-3,5-dioxo-2,3,5,6,7,8-hexahydro-2,6-naphthyridine-1-carboxamide). RXN SMILES: [Cl:1][C:2]1[CH:3]=[C:4]([CH:24]=[CH:25][C:26]=1[F:27])[CH2:5][N:6]1[CH2:15][CH2:14][C:13]2[C:8](=[C:9]([O:21][CH3:22])[C:10](=[O:20])[N:11]([CH3:19])[C:12]=2[C:16](O)=[O:17])[C:7]1=[O:23].C(Cl)(=O)C(Cl)=O.[CH3:34][NH:35][CH3:36].C1COCC1>C(Cl)Cl.CN(C=O)C>[Cl:1][C:2]1[CH:3]=[C:4]([CH:24]=[CH:25][C:26]=1[F:27])[CH2:5][N:6]1[CH2:15][CH2:14][C:13]2[C:8](=[C:9]([O:21][CH3:22])[C:10](=[O:20])[N:11]([CH3:19])[C:12]=2[C:16]([N:35]([CH3:36])[CH3:34])=[O:17])[C:7]1=[O:23]. Procedure: To a suspension of 6-(3-chloro-4-fluorobenzyl)-4-methoxy-2-methyl-3,5-dioxo-2,3,5,6,7,8-hexahydro-2,6-naphthyridine-1-carboxylic acid (8.50 g, 22 mmol) in methylene chloride (300 mL) at 0° C. was added oxalyl chloride (2.25 mL, 26 mmol) and 1 drop of anhydrous DMF. The reaction was stirred at 0° C. for 15 minutes during which time no bubbling was observed. The reaction was then allowed to warm to room temperature and stirred for 40 minutes. At this time bubbling had ceased, and all material was ... Reactants: O (water), CO/C=C(/C(=O)OC)\C1=C(C=CC=C1)OC1=CC(=CC=C1)CO ((E)-methyl 3-methoxy-2-(2-[3-hydroxymethylphenoxy]phenyl)propenoate), alcohol, [Cr](=O)(=O)(O)O (chromic acid). Run in CC(=O)C (acetone). The product is CO/C=C(/C(=O)OC)\C1=C(C=CC=C1)OC1=CC(=CC=C1)C(=O)O ((E)-methyl 3-methoxy -2-(2-[3-carboxyphenoxy]phenyl)propenoate). Isolated yield 98.3%. As a reaction SMILES: [CH3:1][O:2]/[CH:3]=[C:4](\[C:9]1[CH:14]=[CH:13][CH:12]=[CH:11][C:10]=1[O:15][C:16]1[CH:21]=[CH:20][CH:19]=[C:18]([CH2:22][OH:23])[CH:17]=1)/[C:5]([O:7][CH3:8])=[O:6].[Cr](O)(O)(=O)=[O:25].O>CC(C)=O>[CH3:1][O:2]/[CH:3]=[C:4](\[C:9]1[CH:14]=[CH:13][CH:12]=[CH:11][C:10]=1[O:15][C:16]1[CH:21]=[CH:20][CH:19]=[C:18]([C:22]([OH:25])=[O:23])[CH:17]=1)/[C:5]([O:7][CH3:8])=[O:6]. Reported procedure: To (E)-methyl 3-methoxy-2-(2-[3-hydroxymethylphenoxy]phenyl)propenoate (2.43 g, prepared as described in Example 17) stirred in acetone (100 ml) at 5°-10° C., was added chromic acid [made by dissolving chromium trioxide (6.5 g) in 18.5 ml water containing 5.5 ml of concentrated sulphuric acid] until a reddish brown colour persisted, and GC indicated the disappearance of all the starting alcohol. The mixture was then poured into water and extracted with ether. The ether extracts were washed with ... Starting materials: NC1=CC=C2C3(CN(CC2=C1)C(=O)OC(C)(C)C)CC3 (tert-butyl 7′-amino-1′H-spiro[cyclopropane-1,4′-isoquinoline]-2′(3′H)-carboxylate), FC(C(=O)O)(F)F (trifluoroacetic acid). Run in C(Cl)Cl (CH2Cl2). Run at time 8 hour. Product: C1NCC2(C3=CC=C(C=C13)N)CC2 (2′,3′-dihydro-1′H-spiro[cyclopropane-1,4′-isoquinolin]-7′-amine), FC(C(=O)O)(F)F (trifluoroacetic acid). RXN SMILES: [NH2:1][C:2]1[CH:11]=[C:10]2[C:5]([C:6]3([CH2:20][CH2:19]3)[CH2:7][N:8](C(OC(C)(C)C)=O)[CH2:9]2)=[CH:4][CH:3]=1.[F:21][C:22]([F:27])([F:26])[C:23]([OH:25])=[O:24]>C(Cl)Cl>[CH2:9]1[C:10]2[C:5](=[CH:4][CH:3]=[C:2]([NH2:1])[CH:11]=2)[C:6]2([CH2:20][CH2:19]2)[CH2:7][NH:8]1.[F:21][C:22]([F:27])([F:26])[C:23]([OH:25])=[O:24]. Reported procedure: To a solution of tert-butyl 7′-amino-1′H-spiro[cyclopropane-1,4′-isoquinoline]-2′(3′H)-carboxylate (0.350 g, 1.276 mmol) in CH2Cl2 (8 ml) was added trifluoroacetic acid (0.983 ml, 12.76 mmol). The reaction was stirred overnight and concentrated to provide the title compound as a trifluoroacetic acid salt. The reactants are Cl (hydrochloric acid), C(C)(C)C=1C=C(C=O)C=C(C1OCCN1CCOCC1)C(C)C (3,5-diisopropyl-4-(2-morpholin-4-ylethoxy)-benzaldehyde), ClC=1C=C2CC(NC2=CC1)=O (5-chloro-2-oxindole), N1CCCC1 (pyrrolidine). The solvent is C(C)O (ethanol). Run at time 12 hour. The product is ClC=1C=C2C(C(NC2=CC1)=O)=CC1=CC(=C(C(=C1)C(C)C)OCCN1CCOCC1)C(C)C (5-chloro-3-[3,5-diisopropyl-4-(2-morpholin-4-ylethoxy)-benzylidene]-1,3-dihydroindol-2-one). The yield is 10.2%. RXN SMILES: [CH:1]([C:4]1[CH:5]=[C:6]([CH:9]=[C:10]([CH:21]([CH3:23])[CH3:22])[C:11]=1[O:12][CH2:13][CH2:14][N:15]1[CH2:20][CH2:19][O:18][CH2:17][CH2:16]1)[CH:7]=O)([CH3:3])[CH3:2].[Cl:24][C:25]1[CH:26]=[C:27]2[C:31](=[CH:32][CH:33]=1)[NH:30][C:29](=[O:34])[CH2:28]2.N1CCCC1.Cl>C(O)C>[Cl:24][C:25]1[CH:26]=[C:27]2[C:31](=[CH:32][CH:33]=1)[NH:30][C:29](=[O:34])[C:28]2=[CH:7][C:6]1[CH:5]=[C:4]([CH:1]([CH3:3])[CH3:2])[C:11]([O:12][CH2:13][CH2:14][N:15]2[CH2:20][CH2:19][O:18][CH2:17][CH2:16]2)=[C:10]([CH:21]([CH3:23])[CH3:22])[CH:9]=1. Procedure: A mixture of 3,5-diisopropyl-4-(2-morpholin-4-ylethoxy)-benzaldehyde (0.4 g, 1.26 mmol), 5-chloro-2-oxindole (0.21 g, 1.26 mmol) and pyrrolidine (0.5 ml, 6.3 mmol) in ethanol (2 ml) was held in sealed tube at 100° C. for 12 hours. The mixture was then poured into 1N hydrochloric acid (100 ml) and the solid which remained were filtered and washed with more water (50 ml). The solid was then dissolved in ethyl acetate (200 ml), the solution dried over magnesium sulfate, filtered and then concentrat...